This data is from the Open Reaction Database (ORD), a public repository of structured organic reaction records. The task is: describe an organic reaction: reactants, conditions, products, and yield Reactants: BrCc1ccccc1, CC(C)(C)OC(=O)N1CCOC(C(=O)O)C1, O=C([O-])[O-], [K+], [K+], CN(C)C=O. Yields the product CC(C)(C)OC(=O)N1CCOC(C(=O)OCc2ccccc2)C1. Reaction SMILES: [Br:17][CH2:18][c:19]1[cH:20][cH:21][cH:22][cH:23][cH:24]1.[C:1]([CH3:2])([CH3:3])([CH3:4])[O:5][C:6](=[O:7])[N:8]1[CH2:9][CH:10]([C:14](=[O:15])[OH:16])[O:11][CH2:12][CH2:13]1.[C:25](=[O:26])([O-:27])[O-:28].[K+:29].[K+:30].[O:31]=[CH:32][N:33]([CH3:34])[CH3:35]>>[C:1]([CH3:2])([CH3:3])([CH3:4])[O:5][C:6](=[O:7])[N:8]1[CH2:9][CH:10]([C:14](=[O:15])[O:16][CH2:18][c:19]2[cH:20][cH:21][cH:22][cH:23][cH:24]2)[O:11][CH2:12][CH2:13]1.